From a dataset of the Open Reaction Database (ORD), a public repository of structured organic reaction records. describe an organic reaction: reactants, conditions, products, and yield Reactants: C=O (formalin), N1(CCNCC1)C(=S)SC (methyl 1-piperazinecarbodithioate), COC1=C(C=CC=C1OC)O (2,3-dimethoxyphenol). Run in C(C)O (ethanol), C(C)O (ethanol), C(C)O (ethanol). Reaction conditions: time 30 minute. Yields the product COC=1C(=C(CN2CCN(CC2)C(=S)SC)C=CC1OC)O (Methyl 4-(3,4-dimethoxy-2-hydroxybenzyl)-1-piperazinecarbodithioate). The yield is 51.4%. As a reaction SMILES: [CH2:1]=O.[N:3]1([C:9]([S:11][CH3:12])=[S:10])[CH2:8][CH2:7][NH:6][CH2:5][CH2:4]1.[CH3:13][O:14][C:15]1[C:20]([O:21][CH3:22])=[CH:19][CH:18]=[CH:17][C:16]=1[OH:23]>C(O)C>[CH3:13][O:14][C:15]1[C:16]([OH:23])=[C:17]([CH:18]=[CH:19][C:20]=1[O:21][CH3:22])[CH2:1][N:6]1[CH2:7][CH2:8][N:3]([C:9]([S:11][CH3:12])=[S:10])[CH2:4][CH2:5]1. Reported procedure: In 10 ml of ethanol was dissolved 0.86 g of 35% formalin. To the solution was dropwise added under chilling with ice a solution of 2.35 g of methyl 1-piperazinecarbodithioate in 5 ml of ethanol. The mixture was then stirred for 30 min. at room temperature. The mixture was refluxed overnight under heating after addition of a solution of 1.54 g of 2,3-dimethoxyphenol in 5 ml of ethanol under chilling with ice. The reaction mixture was cooled to room temperature. The solvent was distilledoff under ... Reactants: CCCCC(O)C(Cc1ccccc1)NC(=O)OC(C)(C)C, CCCCC(O)C(Cc1ccsc1)NC(=O)OC(C)(C)C. Product: CCCCC(O)C(N)Cc1ccsc1. RXN SMILES: [CH2:22]([CH:23]([NH:24][C:25](=[O:26])[O:27][C:28]([CH3:29])([CH3:30])[CH3:31])[CH:32]([OH:33])[CH2:34][CH2:35][CH2:36][CH3:37])[c:38]1[cH:39][cH:40][cH:41][cH:42][cH:43]1.[OH:1][CH:2]([CH:3]([CH2:4][c:5]1[cH:6][s:7][cH:8][cH:9]1)[NH:10][C:11](=[O:12])[O:13][C:14]([CH3:15])([CH3:16])[CH3:17])[CH2:18][CH2:19][CH2:20][CH3:21]>>[OH:1][CH:2]([CH:3]([CH2:4][c:5]1[cH:6][s:7][cH:8][cH:9]1)[NH2:10])[CH2:18][CH2:19][CH2:20][CH3:21]. Reactants: OCC1=CC=C(OCC(=O)O)C=C1 (4-hydroxymethylphenoxyacetic acid), C(C)(C)N(C(C)C)CC (N,N-diisopropylethylamine), CI (methyl iodide). Solvent: CN(C)C=O (DMF). Reaction conditions: time 3 hour. Product: OCC1=CC=C(OCC(=O)OC)C=C1 (Methyl 4-hydroxymethylphenoxyacetate). RXN SMILES: [OH:1][CH2:2][C:3]1[CH:13]=[CH:12][C:6]([O:7][CH2:8][C:9]([OH:11])=[O:10])=[CH:5][CH:4]=1.[CH:14](N(CC)C(C)C)(C)C.CI>CN(C=O)C>[OH:1][CH2:2][C:3]1[CH:13]=[CH:12][C:6]([O:7][CH2:8][C:9]([O:11][CH3:14])=[O:10])=[CH:5][CH:4]=1. Procedure details: 18.2 g of 4-hydroxymethylphenoxyacetic acid are dissolved together with 17.1 ml of N,N-diisopropylethylamine in 50 ml of DMF, and then 6.1 ml of methyl iodide are added to the stirred solution. The mixture warms slightly during this. The reaction is complete after 3 h. The solvent is removed in vacuo. The residue is taken up in ether, and the solution is extracted once with 0.5 N hydrochloric acid. The aqueous phase is then extracted three times with ether, and the combined ether phases are wash... The solvent is O1CCCC1 (tetrahydrofuran), O1CCCC1 (tetrahydrofuran). Conditions: time 4 hour. RXN SMILES: [C:1]([O:5][C:6]([N:8]([CH2:10][CH:11]=[O:12])[CH3:9])=[O:7])([CH3:4])([CH3:3])[CH3:2].[CH2:13]([Mg]Br)[CH2:14][CH:15]([CH3:17])[CH3:16].C(Br)CC(C)C.[Mg].[Cl-].[NH4+]>O1CCCC1>[C:1]([O:5][C:6]([N:8]([CH2:10][CH:11]([OH:12])[CH2:13][CH2:14][CH:15]([CH3:17])[CH3:16])[CH3:9])=[O:7])([CH3:4])([CH3:3])[CH3:2] |f:4.5|. Reactants: C(CC(C)C)Br (isopentyl bromide), [Mg] (magnesium), [Cl-].[NH4+] (ammonium chloride), C(C)(C)(C)OC(=O)N(C)CC=O (N-t-butoxycarbonylsarcosinal), C(CC(C)C)[Mg]Br (isopentylmagnesium bromide). Procedure: To a solution of N-t-butoxycarbonylsarcosinal (3.46 g) in dry tetrahydrofuran (100 ml) which was cooled to -78° C., was added dropwise a solution of isopentylmagnesium bromide prepared from isopentyl bromide (30.8 g) and magnesium (4.86 g) in dry tetrahydrofuran (200 ml). After the addition was complete, the reaction mixture was allowed to warm to ambient temperature and stirred at the same temperature for 4 hours. After saturated aqueous ammonium chloride (200 ml) was added thereto, the resulti... Yields the product C(C)(C)(C)OC(=O)N(C)CC(CCC(C)C)O (1-(N-t-butoxycarbonyl-N-methylamino)-2-hydroxy-5-methylhexane).